This data is from the Open Reaction Database (ORD), a public repository of structured organic reaction records. The task is: describe an organic reaction: reactants, conditions, products, and yield Starting materials: OC1=CC=C(C=C1)SC=1C(=CC(=C(C1)NC(CC1=CC=CC=C1)=O)C)[N+](=O)[O-] (N-[5-(4-Hydroxy-phenylsulfanyl)-2-methyl-4-nitro-phenyl]-2-phenyl-acetamide), [Cl-].[NH4+] (ammonium chloride). The reagents and catalysts are [Fe] (iron). Run in O1CCCC1 (tetrahydrofuran), CO (methanol), O (water). Product: NC1=CC(=C(C=C1SC1=CC=C(C=C1)O)NC(CC1=CC=CC=C1)=O)C (N-[4-Amino-5-(4-hydroxy-phenylsulfanyl)-2-methyl-phenyl]-2-phenyl-acetamide). Yield: 94.4%. RXN SMILES: [OH:1][C:2]1[CH:7]=[CH:6][C:5]([S:8][C:9]2[C:10]([N+:26]([O-])=O)=[CH:11][C:12]([CH3:25])=[C:13]([NH:15][C:16](=[O:24])[CH2:17][C:18]3[CH:23]=[CH:22][CH:21]=[CH:20][CH:19]=3)[CH:14]=2)=[CH:4][CH:3]=1.[Cl-].[NH4+]>O1CCCC1.CO.O.[Fe]>[NH2:26][C:10]1[C:9]([S:8][C:5]2[CH:6]=[CH:7][C:2]([OH:1])=[CH:3][CH:4]=2)=[CH:14][C:13]([NH:15][C:16](=[O:24])[CH2:17][C:18]2[CH:19]=[CH:20][CH:21]=[CH:22][CH:23]=2)=[C:12]([CH3:25])[CH:11]=1 |f:1.2|. Reported procedure: The product of Example 265B (0.282 g, 0.715 mmol), iron powder (0.160 g, 2.86 mmol, 4.0 eq), and ammonium chloride (0.0469 g, 0.858 mmol, 1.2 eq) in tetrahydrofuran (6 mL), methanol (6 mL) and water (2 mL) was heated under reflux for 1.5 h and then cooled to room temperature. The reaction mixture was then filtered through Celite and the Celite pad rinsed with methanol (50 mL). The filtrate was evaporated under reduced pressure and the residue partitioned between ethyl acetate and water. The orga... The reactants are Cl (hydrochloric acid), O (water), C(C)(C)NC(C)C (N,N-diisopropylamine), C(CCC)[Li] (n-butyllithium), FC1=C(C=CC(=C1)F)NS(=O)(=O)C1=CC=C(C=C1)C(F)(F)F (N-(2,4-difluoro-phenyl)-4-trifluoromethyl-benzenesulfonamide). Run in O1CCCC1 (tetrahydrofuran). Conditions: temperature -78 celsius, time 30 minute. Yields the product FC1=C(C=CC(=C1C=O)F)NS(=O)(=O)C1=CC=C(C=C1)C(F)(F)F (N-(2,4-difluoro-3-formyl-phenyl)-4-trifluoromethyl-benzenesulfonamide). RXN SMILES: [CH:1](NC(C)C)(C)C.C([Li])CCC.[F:13][C:14]1[CH:19]=[C:18]([F:20])[CH:17]=[CH:16][C:15]=1[NH:21][S:22]([C:25]1[CH:30]=[CH:29][C:28]([C:31]([F:34])([F:33])[F:32])=[CH:27][CH:26]=1)(=[O:24])=[O:23].Cl.[OH2:36]>O1CCCC1>[F:13][C:14]1[C:19]([CH:1]=[O:36])=[C:18]([F:20])[CH:17]=[CH:16][C:15]=1[NH:21][S:22]([C:25]1[CH:30]=[CH:29][C:28]([C:31]([F:34])([F:32])[F:33])=[CH:27][CH:26]=1)(=[O:23])=[O:24]. Reported procedure: Into a round bottom flask containing N,N-diisopropylamine (2.692 mL, 19.21 mmol) in 50.0 mL or tetrahydrofuran, n-butyllithium (2.50 M in hexane, 7.684 mL, 19.21 mmol) was added at −78° C. under an atmosphere of nitrogen. After stirring at −78° C. for 30 minutes, N-(2,4-difluoro-phenyl)-4-trifluoromethyl-benzenesulfonamide (3, 2.09 g, 6.20 mmol) was added, with continued stirring at −78° C. under nitrogen for one hour. The reaction was allowed to come to room temperature over 15 minutes, then po... The reactants are C(=C)C1=CC=C(C(=O)C2=C(C=C3N2CCC3C(=O)[O-])Cl)C=C1.[K+] (potassium 5-(4-vinylbenzoyl)-6-chloro-1,2-dihydro-3H-pyrrolo[1,2-a]pyrrole-1-carboxylate), solid, [Cl-].[NH4+] (ammonium chloride), C([O-])([O-])=O.[Ca+2] (calcium carbonate), C(=C)C1=CC=C(C(=O)C2=C(C=C3N2CCC3C(=O)[O-])Cl)C=C1.[K+] (potassium 5-(4-vinylbenzoyl)-6-chloro-1,2-dihydro-3H-pyrrolo[1,2-a]pyrrole-1-carboxylate), C([O-])([O-])=O.[Ca+2] (calcium carbonate), [Ca] (calcium). The solvent is Cl (hydrochloric acid), O (water). Yields the product C(=C)C1=CC=C(C(=O)C2=C(C=C3N2CCC3C(=O)[O-])Cl)C=C1.[Ca+2].C(=C)C1=CC=C(C(=O)C3=C(C=C2N3CCC2C(=O)[O-])Cl)C=C1 (calcium 5-(4-vinylbenzoyl)-6-chloro-1,2-dihydro-3H-pyrrolo[1,2-a]-pyrrole-1-carboxylate). Reaction SMILES: [CH:1]([C:3]1[CH:22]=[CH:21][C:6]([C:7]([C:9]2[N:13]3[CH2:14][CH2:15][CH:16]([C:17]([O-:19])=[O:18])[C:12]3=[CH:11][C:10]=2[Cl:20])=[O:8])=[CH:5][CH:4]=1)=[CH2:2].[K+].C(=O)([O-])[O-].[Ca+2:28].[Cl-].[NH4+].[Ca]>Cl.O>[CH:1]([C:3]1[CH:22]=[CH:21][C:6]([C:7]([C:9]2[N:13]3[CH2:14][CH2:15][CH:16]([C:17]([O-:19])=[O:18])[C:12]3=[CH:11][C:10]=2[Cl:20])=[O:8])=[CH:5][CH:4]=1)=[CH2:2].[Ca+2:28].[CH:1]([C:3]1[CH:22]=[CH:21][C:6]([C:7]([C:9]2[N:13]3[CH2:14][CH2:15][CH:16]([C:17]([O-:19])=[O:18])[C:12]3=[CH:11][C:10]=2[Cl:20])=[O:8])=[CH:5][CH:4]=1)=[CH2:2] |f:0.1,2.3,4.5,9.10.11|. Procedure details: To a solution of 175 mg of 5-(4-vinylbenzoyl)-6-chloro-1,2-dihydro-3H-pyrrolo[1,2-a]pyrrole-1-carboxylic acid in 5 ml of methanol is added 1 molar equivalent of potassium hydroxide, in the form of a 0.1N solution, thus yielding a solution containing potassium 5-(4-vinylbenzoyl)-6-chloro-1,2-dihydro-3H-pyrrolo[1,2-a]pyrrole-1-carboxylate. A solution of 40 mg of calcium carbonate dissolved in the minimum amount of 1N hydrochloric acid necessary to effect solution of the calcium carbonate, is buffe...